describe an organic reaction: reactants, conditions, products, and yield From a dataset of the Open Reaction Database (ORD), a public repository of structured organic reaction records. The reactants are CC(C)(C)O, CCC12CCC3C4=C(CCC3C1C=CC2O)CC(OC)=CC4, ClC(Cl)Cl. Yields the product CCC12CCC3C4=C(CCC3C1C=CC2=O)CC(OC)=CC4. Reaction SMILES: [C:23]([OH:24])([CH3:25])([CH3:26])[CH3:27].[CH3:1][O:2][C:3]1=[CH:21][CH2:20][C:19]2=[C:5]([CH2:4]1)[CH2:6][CH2:7][CH:8]1[CH:9]3[CH:10]=[CH:11][CH:12]([OH:22])[C:13]3([CH2:14][CH3:15])[CH2:16][CH2:17][CH:18]12.[CH:28]([Cl:29])([Cl:30])[Cl:31]>>[CH3:1][O:2][C:3]1=[CH:21][CH2:20][C:19]2=[C:5]([CH2:4]1)[CH2:6][CH2:7][CH:8]1[CH:9]3[CH:10]=[CH:11][C:12](=[O:22])[C:13]3([CH2:14][CH3:15])[CH2:16][CH2:17][CH:18]12.